Dataset: the Open Reaction Database (ORD), a public repository of structured organic reaction records. Task: describe an organic reaction: reactants, conditions, products, and yield Reactants: O (water), C([O-])([O-])=O.[Na+].[Na+] (sodium carbonate), C(C=C)Br (allyl bromide), Cl.N1C=CC2=C(C=CC=C12)C1(CNCCC1)O (3-(1H-indol-4-yl)-3-piperidinol hydrochloride). Solvent: C(C)(=O)OCC (ethyl acetate), CN(C=O)C (dimethylformamide). Conditions: time 2 hour. Product: C(C=C)N1CC(CCC1)(O)C1=C2C=CNC2=CC=C1 (1-(2-propenyl)-3-(1H-indol-4-yl)-3-piperidinol). Reaction SMILES: C(=O)([O-])[O-].[Na+].[Na+].[CH2:7](Br)[CH:8]=[CH2:9].Cl.[NH:12]1[C:20]2[C:15](=[C:16]([C:21]3([OH:27])[CH2:26][CH2:25][CH2:24][NH:23][CH2:22]3)[CH:17]=[CH:18][CH:19]=2)[CH:14]=[CH:13]1.O>CN(C)C=O.C(OCC)(=O)C>[CH2:7]([N:23]1[CH2:24][CH2:25][CH2:26][C:21]([C:16]2[CH:17]=[CH:18][CH:19]=[C:20]3[C:15]=2[CH:14]=[CH:13][NH:12]3)([OH:27])[CH2:22]1)[CH:8]=[CH2:9] |f:0.1.2,4.5|. Reported procedure: 22.9 g of sodium carbonate and 7.6 ml of allyl bromide were added to a mixture of 18 g of 3-(1H-indol-4-yl)-3-piperidinol hydrochloride in 350 ml of dimethylformamide and the mixture was stirred under an inert atmosphere at room temperature for 2 hours. Then, one liter of water and 500 ml of ethyl acetate were added thereto and the decanted organic phase was washed with water, dried and evaporated to dryness under reduced pressure. The 17 g of residue were chromatographed over silica gel and elu... The reactants are C(=O)=O (dry ice), FC=1C=NC=CC1 (3-Fluoropyridine), C(CCC)[Li] (butyllithium), C(C)(C)NC(C)C (diisopropylamine), Cl (hydrogen chloride). Run in O1CCCC1 (tetrahydrofuran). Conditions: time 1 hour. Product: FC1=C(C(=O)O)C=CN=C1 (3-Fluoroisonicotinic Acid). The yield is 70.0%. RXN SMILES: [F:1][C:2]1[CH:3]=[N:4][CH:5]=[CH:6][CH:7]=1.C([Li])CCC.C(NC(C)C)(C)C.[C:20](=[O:22])=[O:21].Cl>O1CCCC1>[F:1][C:2]1[CH:3]=[N:4][CH:5]=[CH:6][C:7]=1[C:20]([OH:22])=[O:21]. Reported procedure: 3-Fluoropyridine (25 g, 257 mmol) was added to a solution of butyllithium (270 mmol) and diisopropylamine (27.4 g, 271 mmol) in tetrahydrofuran (600 mL) at −78° C. After stirring for one hour, crushed dry ice was added to the solution and the solution was warmed to room temperature during one hour. Aqueous hydrogen chloride was added to the solution to acidify the solution to pH 5. The resulting precipitate was filtered and dried. The title compound (25.2 g, 179 mmol, 70%) was obtained as colorl... The reactants are BrC1=CC=C(C=C1)C(CC(=O)O)C=1C(=NN(C1NC(=O)OC(C)(C)C)CC)C1=NC=CC=C1 (3-(4-Bromophenyl)-3-(5-((tert-butoxycarbonyl)amino)-1-ethyl-3-(pyridin-2-yl)-1H-pyrazol-4-yl)propanoic acid), [H-].[H-].[H-].[H-].[Li+].[Al+3] (LAH), [H-].[H-].[H-].[H-].[Li+].[Al+3] (LAH), BrC1=CC=C(C=O)C=C1 (4-bromobenzaldehyde), C(C)N1N=C(C=C1N)C1=NC=CC=C1 (1-ethyl-3-(pyridin-2-yl)-1H-pyrazol-5-amine), O.O.O.O.O.O.O.O.O.O.S(=O)(=O)([O-])[O-].[Na+].[Na+] (Sodium sulfate decahydrate). The solvent is CCOCC (Et2O). Conditions: time 1 hour. Product: BrC1=CC=C(C=C1)C(CCO)C=1C(=NN(C1NC(OC(C)(C)C)=O)CC)C1=NC=CC=C1 (tert-butyl (4-(1-(4-bromophenyl)-3-hydroxypropyl)-1-ethyl-3-(pyridin-2-yl)-1H-pyrazol-5-yl)carbamate). The yield is 47.0%. Reaction SMILES: [Br:1][C:2]1[CH:7]=[CH:6][C:5]([CH:8]([C:13]2[C:14]([C:28]3[CH:33]=[CH:32][CH:31]=[CH:30][N:29]=3)=[N:15][N:16]([CH2:26][CH3:27])[C:17]=2[NH:18][C:19]([O:21][C:22]([CH3:25])([CH3:24])[CH3:23])=[O:20])[CH2:9][C:10](O)=[O:11])=[CH:4][CH:3]=1.BrC1C=CC(C=O)=CC=1.C(N1C(N)=CC(C2C=CC=CN=2)=N1)C.[H-].[H-].[H-].[H-].[Li+].[Al+3].O.O.O.O.O.O.O.O.O.O.S([O-])([O-])(=O)=O.[Na+].[Na+]>CCOCC>[Br:1][C:2]1[CH:7]=[CH:6][C:5]([CH:8]([C:13]2[C:14]([C:28]3[CH:33]=[CH:32][CH:31]=[CH:30][N:29]=3)=[N:15][N:16]([CH2:26][CH3:27])[C:17]=2[NH:18][C:19](=[O:20])[O:21][C:22]([CH3:25])([CH3:23])[CH3:24])[CH2:9][CH2:10][OH:11])=[CH:4][CH:3]=1 |f:3.4.5.6.7.8,9.10.11.12.13.14.15.16.17.18.19.20.21|. Reported procedure: 3-(4-Bromophenyl)-3-(5-((tert-butoxycarbonyl)amino)-1-ethyl-3-(pyridin-2-yl)-1H-pyrazol-4-yl)propanoic acid (0.786 g, 1.525 mmol, prepared using W from 4-bromobenzaldehyde, X from 1-ethyl-3-(pyridin-2-yl)-1H-pyrazol-5-amine then Y) was added in one portion to a mixture of LAH (0.232 g, 6.10 mmol) and Et2O (15.0 mL) under N2 at about 0° C. After about 1 h, the ice bath was removed. After stirring at rt for about 3 h, LAH (0.116 g, 3.05 mmol) was added in one portion. After about 2 h, the mixture ... Starting materials: S1C=C(C(=C1)C(=O)O)C(=O)O (thiophene-3,4-dicarboxylic acid), C(CCCCCCCCCCC)N (1-dodecylamine). The product is C(CCCCCCCCCCC)N1C(C=2C(C1=O)=CSC2)=O (5-(dodecyl)thieno[3,4-c]pyrrole-4,6-dione). Isolated yield 55.0%. As a reaction SMILES: [S:1]1[CH:5]=[C:4]([C:6](O)=[O:7])[C:3]([C:9]([OH:11])=O)=[CH:2]1.[CH2:12]([NH2:24])[CH2:13][CH2:14][CH2:15][CH2:16][CH2:17][CH2:18][CH2:19][CH2:20][CH2:21][CH2:22][CH3:23]>>[CH2:12]([N:24]1[C:9](=[O:11])[C:3]2=[CH:2][S:1][CH:5]=[C:4]2[C:6]1=[O:7])[CH2:13][CH2:14][CH2:15][CH2:16][CH2:17][CH2:18][CH2:19][CH2:20][CH2:21][CH2:22][CH3:23]. Reported procedure: The title compound was synthesized as described hereinabove using thiophene-3,4-dicarboxylic acid (10.00 g, 58.08 mmol) and 1-dodecylamine (16.14 g, 87.12 mmol) to afford 10.27 g of the title product as a white solid (Y=55%). 1H NMR (400 MHz, CDCl3, ppm) δ: 7.80 (s, 2H); 3.60 (t, 2H, J=7.3 Hz); 1.65-1.62 (m, 2H); 1.30-1.24 (m, 18H); 0.87 (t, 3H, J=6.5 Hz); 13C NMR (100 MHz, CDCl3, ppm) δ: 162.92; 136.91; 125.71; 38.75; 32.15; 29.87; 29.85; 29.81; 29.75; 29.59; 29.45; 28.72; 27.12; 22.93; 14.39.